Dataset: the Open Reaction Database (ORD), a public repository of structured organic reaction records. Task: describe an organic reaction: reactants, conditions, products, and yield Starting materials: CCC(=O)c1ccc(Br)cc1, Cn1cccc1C#N. The product is CCC(=O)c1ccc(-c2ccc(C#N)n2C)cc1. As a reaction SMILES: [Br:1][c:2]1[cH:3][cH:4][c:5]([C:8]([CH2:9][CH3:10])=[O:11])[cH:6][cH:7]1.[CH3:12][n:13]1[c:14]([C:18]#[N:19])[cH:15][cH:16][cH:17]1>>[c:2]1(-[c:17]2[n:13]([CH3:12])[c:14]([C:18]#[N:19])[cH:15][cH:16]2)[cH:3][cH:4][c:5]([C:8]([CH2:9][CH3:10])=[O:11])[cH:6][cH:7]1. Starting materials: CC1=CC(=C(CSC=2NC=CN2)C(=C1OC)C)NCCOC (2-[4,6-dimethyl-5-methoxy-2-(2-methoxyethylamino)benzylthio]imidazole), C([O-])([O-])=O.[Na+].[Na+] (sodium carbonate), ClC1=CC(=CC=C1)C(=O)OO (m-chloroperbenzoic acid), NaCl ice. Solvent: C(Cl)(Cl)Cl (chloroform), CO (methanol), C(Cl)(Cl)Cl (chloroform). Yields the product CC1=CC(=C(CS(=O)C=2NC=CN2)C(=C1OC)C)NCCOC (2-[4,6-dimethyl-5-methoxy-2-(2-methoxyethylamino)benzylsulfinyl]imidazole). The yield is 37.3%. RXN SMILES: [CH3:1][C:2]1[C:14]([O:15][CH3:16])=[C:13]([CH3:17])[C:5]([CH2:6][S:7][C:8]2[NH:9][CH:10]=[CH:11][N:12]=2)=[C:4]([NH:18][CH2:19][CH2:20][O:21][CH3:22])[CH:3]=1.ClC1C=CC=C(C(OO)=[O:31])C=1.C(=O)([O-])[O-].[Na+].[Na+]>C(Cl)(Cl)Cl.CO>[CH3:1][C:2]1[C:14]([O:15][CH3:16])=[C:13]([CH3:17])[C:5]([CH2:6][S:7]([C:8]2[NH:12][CH:11]=[CH:10][N:9]=2)=[O:31])=[C:4]([NH:18][CH2:19][CH2:20][O:21][CH3:22])[CH:3]=1 |f:2.3.4|. Procedure details: 2.00 g (6.2 mmol) of 2-[4,6-dimethyl-5-methoxy-2-(2-methoxyethylamino)benzylthio]imidazole was dissolved in a mixture of 20 ml of chloroform and 2 ml of methanol. To the resulting solution was added 1.27 g of 85 % m-chloroperbenzoic acid under chilling with NaCl-ice for a period of 20 min. After the reaction was completed, chloroform and 5 % aqueous sodium carbonate were added. The organic portion was collected and washed twice with 20 ml of 0.05 N aqueous sodium hydroxide. The resulting mixture... Starting materials: ClC1=C(CCNC(=O)C2=CC=C(OC3=C(C=C(C=C3)CC(=O)OCCCC)C#N)C=C2)C(=CC=C1)Cl (Butyl 2-(4-(4-((2,6-dichlorophenethyl)carbamoyl)phenoxy)-3-cyanophenyl)acetate), C(=O)(C(F)(F)F)O (TFA). Solvent: ClCCl (dichloromethane). Reaction conditions: time 45 minute. Product: C(#N)C=1C=C(C=CC1OC1=CC=C(C=C1)C(NCCC1=C(C=CC=C1Cl)Cl)=O)CC(=O)O (2-(3-cyano-4-(4-(2,6-dichlorophenethylcarbamoyl)phenoxy)phenyl)acetic acid). Yield: 111.5%. As a reaction SMILES: [Cl:1][C:2]1[CH:35]=[CH:34][CH:33]=[C:32]([Cl:36])[C:3]=1[CH2:4][CH2:5][NH:6][C:7]([C:9]1[CH:31]=[CH:30][C:12]([O:13][C:14]2[CH:19]=[CH:18][C:17]([CH2:20][C:21]([O:23]CCCC)=[O:22])=[CH:16][C:15]=2[C:28]#[N:29])=[CH:11][CH:10]=1)=[O:8].C(O)(C(F)(F)F)=O>ClCCl>[C:28]([C:15]1[CH:16]=[C:17]([CH2:20][C:21]([OH:23])=[O:22])[CH:18]=[CH:19][C:14]=1[O:13][C:12]1[CH:30]=[CH:31][C:9]([C:7](=[O:8])[NH:6][CH2:5][CH2:4][C:3]2[C:2]([Cl:1])=[CH:35][CH:34]=[CH:33][C:32]=2[Cl:36])=[CH:10][CH:11]=1)#[N:29]. Procedure: tent-Butyl 2-(4-(4-((2,6-dichlorophenethyl)carbamoyl)phenoxy)-3-cyanophenyl)acetate (34 mg, 0.065 mmol) was dissolved in dichloromethane (1 ml) and TFA (1 ml) was added. After stirring for 45 minutes, the mixture was concentrated under reduced pressure to give 2-(3-cyano-4-(4-(2,6-dichlorophenethylcarbamoyl)phenoxy)phenyl)acetic acid (0.034 g). Starting materials: ClC=1C=C2C(=NC=3N(C2=CC1)C=CN3)C3=CC=CC=C3 (7-chloro-5-phenylimidazo[1,2-a]quinazoline), ice water, [BH4-].[Na+] (sodium borohydride). The solvent is C(C)O (ethanol). Product: ClC=1C=C2C(NC=3N(C2=CC1)C=CN3)C3=CC=CC=C3 (7-chloro-4,5-dihydro-5-phenylimidazo[1,2-a]quinazoline), ClC=1C=C2C(NC=3N(C2=CC1)CCN3)C3=CC=CC=C3 (7-chloro-1,2,4,5-tetrahydro-5-phenylimidazo[1,2-a]quinazoline). Reaction SMILES: [Cl:1][C:2]1[CH:3]=[C:4]2[C:9](=[CH:10][CH:11]=1)[N:8]1[CH:12]=[CH:13][N:14]=[C:7]1[N:6]=[C:5]2[C:15]1[CH:20]=[CH:19][CH:18]=[CH:17][CH:16]=1.[BH4-].[Na+]>C(O)C>[Cl:1][C:2]1[CH:3]=[C:4]2[C:9](=[CH:10][CH:11]=1)[N:8]1[CH:12]=[CH:13][N:14]=[C:7]1[NH:6][CH:5]2[C:15]1[CH:20]=[CH:19][CH:18]=[CH:17][CH:16]=1.[Cl:1][C:2]1[CH:3]=[C:4]2[C:9](=[CH:10][CH:11]=1)[N:8]1[CH2:12][CH2:13][N:14]=[C:7]1[NH:6][CH:5]2[C:15]1[CH:20]=[CH:19][CH:18]=[CH:17][CH:16]=1 |f:1.2|. Procedure: To a suspension of 0.28 g of 7-chloro-5-phenylimidazo[1,2-a]quinazoline in 20 ml of ethanol was added 0.2 g of sodium borohydride, and the mixture was heated under reflux for 10 hours. After cooling, the mixture was poured into ice-water, and the resulting precipitate was collected by filtration, washed with water and dried. The product was dissolved in chloroform and absorbed on an activated alumina column. Elution with chloroform and recrystallization from ethanol gave 7-chloro-4,5-dihydro-5-p... Reactants: CCCCCCCCON1C(C)(C)CC(CCCCNc2nc(Cl)nc(NCCCCC3CC(C)(C)N(OCCCCCCCC)C(C)(C)C3)n2)CC1(C)C, NCCC(=O)O. Yields the product CCCCCCCCON1C(C)(C)CC(CCCCNc2nc(NCCCCC3CC(C)(C)N(OCCCCCCCC)C(C)(C)C3)nc(NCCC(=O)O)n2)CC1(C)C. As a reaction SMILES: [Cl:1][c:2]1[n:3][c:4]([NH:32][CH2:33][CH2:34][CH2:35][CH2:36][CH:37]2[CH2:38][C:39]([CH3:54])([CH3:55])[N:40]([O:45][CH2:46][CH2:47][CH2:48][CH2:49][CH2:50][CH2:51][CH2:52][CH3:53])[C:41]([CH3:43])([CH3:44])[CH2:42]2)[n:5][c:6]([NH:8][CH2:9][CH2:10][CH2:11][CH2:12][CH:13]2[CH2:14][C:15]([CH3:30])([CH3:31])[N:16]([O:21][CH2:22][CH2:23][CH2:24][CH2:25][CH2:26][CH2:27][CH2:28][CH3:29])[C:17]([CH3:19])([CH3:20])[CH2:18]2)[n:7]1.[NH2:56][CH2:57][CH2:58][C:59](=[O:60])[OH:61]>>[c:2]1([NH:56][CH2:57][CH2:58][C:59](=[O:60])[OH:61])[n:3][c:4]([NH:32][CH2:33][CH2:34][CH2:35][CH2:36][CH:37]2[CH2:38][C:39]([CH3:54])([CH3:55])[N:40]([O:45][CH2:46][CH2:47][CH2:48][CH2:49][CH2:50][CH2:51][CH2:52][CH3:53])[C:41]([CH3:43])([CH3:44])[CH2:42]2)[n:5][c:6]([NH:8][CH2:9][CH2:10][CH2:11][CH2:12][CH:13]2[CH2:14][C:15]([CH3:30])([CH3:31])[N:16]([O:21][CH2:22][CH2:23][CH2:24][CH2:25][CH2:26][CH2:27][CH2:28][CH3:29])[C:17]([CH3:19])([CH3:20])[CH2:18]2)[n:7]1.